This data is from the Open Reaction Database (ORD), a public repository of structured organic reaction records. The task is: describe an organic reaction: reactants, conditions, products, and yield The reactants are F[C@H]1CN(CC[C@@H]1C1=CC=C(C=C1)O)C(=O)OC(C)(C)C ((3R,4R)-tert-butyl 3-fluoro-4-(4-hydroxyphenyl)piperidine-1-carboxylate), C(=O)(C(F)(F)F)O (TFA). Run in C(Cl)Cl (DCM). Run at time 3 hour. The product is FC(C(=O)O)(F)F.F[C@H]1CNCC[C@@H]1C1=CC=C(C=C1)O (4-((3R,4R)-3-fluoropiperidin-4-yl)phenol trifluoroacetate). The yield is 100.0%. Reaction SMILES: [F:1][C@@H:2]1[C@@H:7]([C:8]2[CH:13]=[CH:12][C:11]([OH:14])=[CH:10][CH:9]=2)[CH2:6][CH2:5][N:4](C(OC(C)(C)C)=O)[CH2:3]1.[C:22]([OH:28])([C:24]([F:27])([F:26])[F:25])=[O:23]>C(Cl)Cl>[F:25][C:24]([F:27])([F:26])[C:22]([OH:28])=[O:23].[F:1][C@@H:2]1[C@@H:7]([C:8]2[CH:13]=[CH:12][C:11]([OH:14])=[CH:10][CH:9]=2)[CH2:6][CH2:5][NH:4][CH2:3]1 |f:3.4|. Procedure: To a solution of (3R,4R)-tert-butyl 3-fluoro-4-(4-hydroxyphenyl)piperidine-1-carboxylate (120 mg, 0.41 mmol) in 1.5 mL DCM at rt was added TFA (0.5 mL, 6.5 mmol), and the mixture was stirred for 3 h. The mixture was then concentrated in vacuo to dryness to yield 4-((3R,4R)-3-fluoropiperidin-4-yl)phenol trifluoroacetate (126 mg, 0.41 mmol), which was used directly in step D. Reactants: CC=1C=C2C=CC=CN2C1 (2-methylindolizine), C=C/1N=C(OC(\C1=C\C(\C(=O)Cl)=C/C)=O)C1=CC=CC=C1 ((2E)-2-[(E)-(4-methylidene-6-oxo-2-phenyl-4H-1,3-oxazin-5(6H)-ylidene)methyl]but-2-enoyl chloride). Solvent: C1CCOC1 (THF), C1CCOC1 (THF), C(C)(=O)OCC (ethyl acetate). Conditions: time 18 hour. The product is C=C\1N=C(OC(/C1=C/C(=C\C)/C(=O)C1=C(C=C2C=CC=CN12)C)=O)C1=CC=CC=C1 ((5E)-4-methylidene-5-{(2E)-2-[(2-methylindolizin-3-yl)carbonyl]but-2-en-1-ylidene}-2-phenyl-4,5-dihydro-6H-1,3-oxazin-6-one). The yield is 65.4%. Reaction SMILES: [CH3:1][C:2]1[CH:3]=[C:4]2[N:9]([CH:10]=1)[CH:8]=[CH:7][CH:6]=[CH:5]2.[CH2:11]=[C:12]1[N:13]=[C:14]([C:26]2[CH:31]=[CH:30][CH:29]=[CH:28][CH:27]=2)[O:15][C:16](=[O:25])/[C:17]/1=[CH:18]/[C:19](=[CH:23]\[CH3:24])/[C:20](Cl)=[O:21]>C1COCC1.C(OCC)(=O)C>[CH2:11]=[C:12]1[N:13]=[C:14]([C:26]2[CH:27]=[CH:28][CH:29]=[CH:30][CH:31]=2)[O:15][C:16](=[O:25])/[C:17]/1=[CH:18]/[C:19](/[C:20]([C:10]1[N:9]2[C:4]([CH:5]=[CH:6][CH:7]=[CH:8]2)=[CH:3][C:2]=1[CH3:1])=[O:21])=[CH:23]\[CH3:24]. Procedure details: A solution of 2-methylindolizine (11.5 g; 87.7 mmol) in 35 mL of THF is added dropwise to a suspension of (2E)-2-[(E)-(4-methylidene-6-oxo-2-phenyl-4H-1,3-oxazin-5(6H)-ylidene)methyl]but-2-enoyl chloride (25 g; 87.7 mmol) in 140 mL of THF at 0° C. under nitrogen. After 18 h of stirring at ambient temperature, the reaction medium is diluted in ethyl acetate, and the solution is washed with a saturated aqueous solution of sodium hydrogen carbonate, dried over sodium sulphate and concentrated to dr... The reactants are CC=1N=C(SC1C(=O)O)N1N=NC(=C1)CCCC1=CC=CC=C1 (4-methyl-2-(4-(3-phenylpropyl)-1H-1,2,3-triazol-1-yl)thiazole-5-carboxylic acid), CC=1N=C(SC1C(=O)O)N1N=NC(=C1)CC(C)C1=CC=CC=C1 (4-methyl-2-(4-(2-phenylpropyl)-1H-1,2,3-triazol-1-yl)thiazole-5-carboxylic acid), N1=CC(=CC=C1)CN (pyridin-3-ylmethanamine). Yields the product CC=1N=C(SC1C(=O)NCC=1C=NC=CC1)N1N=NC(=C1)CCC1=CC=CC=C1 (4-methyl-2-(4-phenethyl-1H-1,2,3-triazol-1-yl)-N-(pyridin-3-ylmethyl)thiazole-5-carboxamide). Isolated yield 25.0%. As a reaction SMILES: [CH3:1][C:2]1[N:3]=[C:4]([N:10]2[CH:14]=[C:13]([CH2:15][CH2:16][CH2:17][C:18]3[CH:23]=[CH:22][CH:21]=[CH:20]C=3)[N:12]=[N:11]2)[S:5][C:6]=1[C:7]([OH:9])=O.CC1N=C(N2C=C(CC(C3C=CC=CC=3)C)N=N2)SC=1C(O)=O.[N:47]1[CH:52]=[CH:51][CH:50]=[C:49]([CH2:53][NH2:54])[CH:48]=1>>[CH3:1][C:2]1[N:3]=[C:4]([N:10]2[CH:14]=[C:13]([CH2:15][CH2:16][C:17]3[CH:18]=[CH:23][CH:22]=[CH:21][CH:20]=3)[N:12]=[N:11]2)[S:5][C:6]=1[C:7]([NH:54][CH2:53][C:49]1[CH:48]=[N:47][CH:52]=[CH:51][CH:50]=1)=[O:9]. Reported procedure: Following the procedure as described in Example 14, making variations as necessary to replace 4-methyl-2-(4-(3-phenylpropyl)-1H-1,2,3-triazol-1-yl)thiazole-5-carboxylic acid with 4-methyl-2-(4-(2-phenylpropyl)-1H-1,2,3-triazol-1-yl)thiazole-5-carboxylic acid to react with pyridin-3-ylmethanamine, the title compound was obtained as a white solid in 25% yield: mp 114-116° C. (dichloromethane/hexanes); 1H NMR (300 MHz, CDCl3) δ 8.59-8.53 (m, 2H), 8.02 (s, 1H), 7.75-7.72 (m, 1H), 7.33-7.18 (m, 6H), ...